This data is from the Open Reaction Database (ORD), a public repository of structured organic reaction records. The task is: describe an organic reaction: reactants, conditions, products, and yield As a reaction SMILES: Br[C:2]1[CH:7]=[CH:6][C:5]([C:8]2[NH:12][C:11]([C@@H:13]3[CH2:21][C:16]4([O:20][CH2:19][CH2:18][O:17]4)[CH2:15][N:14]3[C:22](=[O:32])[C@@H:23]([NH:27][C:28](=[O:31])[O:29][CH3:30])[CH:24]([CH3:26])[CH3:25])=[N:10][CH:9]=2)=[CH:4][CH:3]=1.B1(B2OC(C)(C)C(C)(C)O2)OC(C)(C)C(C)(C)O1.C([O-])(=O)C.[K+].Br[C:57]1[CH:58]=[C:59]2[C:79](=[CH:80][CH:81]=1)[C:63]1[NH:64][C:65]([C@@H:67]3[CH2:71][CH2:70][CH2:69][N:68]3[C:72]([O:74][C:75]([CH3:78])([CH3:77])[CH3:76])=[O:73])=[N:66][C:62]=1[CH:61]=[CH:60]2.C([O-])([O-])=O.[K+].[K+]>C1C=CC(P(C2C=CC=CC=2)[C-]2C=CC=C2)=CC=1.C1C=CC(P(C2C=CC=CC=2)[C-]2C=CC=C2)=CC=1.Cl[Pd]Cl.[Fe+2].C1C=CC([P]([Pd]([P](C2C=CC=CC=2)(C2C=CC=CC=2)C2C=CC=CC=2)([P](C2C=CC=CC=2)(C2C=CC=CC=2)C2C=CC=CC=2)[P](C2C=CC=CC=2)(C2C=CC=CC=2)C2C=CC=CC=2)(C2C=CC=CC=2)C2C=CC=CC=2)=CC=1.O1CCOCC1.CS(C)=O>[CH3:30][O:29][C:28]([NH:27][C@@H:23]([CH:24]([CH3:26])[CH3:25])[C:22]([N:14]1[C@H:13]([C:11]2[NH:12][C:8]([C:5]3[CH:6]=[CH:7][C:2]([C:57]4[CH:58]=[C:59]5[C:79](=[CH:80][CH:81]=4)[C:63]4[NH:64][C:65]([C@@H:67]6[CH2:71][CH2:70][CH2:69][N:68]6[C:72]([O:74][C:75]([CH3:77])([CH3:78])[CH3:76])=[O:73])=[N:66][C:62]=4[CH:61]=[CH:60]5)=[CH:3][CH:4]=3)=[CH:9][N:10]=2)[CH2:21][C:16]2([O:20][CH2:19][CH2:18][O:17]2)[CH2:15]1)=[O:32])=[O:31] |f:2.3,5.6.7,8.9.10.11,^1:131,133,152,171|. The product is COC(=O)N[C@H](C(=O)N1CC2(OCCO2)C[C@H]1C=1NC(=CN1)C1=CC=C(C=C1)C=1C=C2C=CC3=C(NC(=N3)[C@H]3N(CCC3)C(=O)OC(C)(C)C)C2=CC1)C(C)C ((S)-tert-butyl 2-(7-(4-(2-((S)-7-((S)-2-(methoxycarbonylamino)-3-methylbutanoyl)-1,4-dioxa-7-azaspiro[4.4]nonan-8-yl)-1H-imidazol-5-yl)phenyl)-1H-naphtho[1,2-d]imidazol-2-yl)pyrrolidine-1-carboxylate). The reagents and catalysts are C=1C=CC(=CC1)[P](C=2C=CC=CC2)(C=3C=CC=CC3)[Pd]([P](C=4C=CC=CC4)(C=5C=CC=CC5)C=6C=CC=CC6)([P](C=7C=CC=CC7)(C=8C=CC=CC8)C=9C=CC=CC9)[P](C=1C=CC=CC1)(C=1C=CC=CC1)C=1C=CC=CC1 (Pd(PPh3)4), C1=CC=C(C=C1)P([C-]2C=CC=C2)C3=CC=CC=C3.C1=CC=C(C=C1)P([C-]2C=CC=C2)C3=CC=CC=C3.Cl[Pd]Cl.[Fe+2] (Pd(dppf)Cl2). Solvent: O1CCOCC1 (1,4-Dioxane), O1CCOCC1 (1,4-dioxane), CS(=O)C (DMSO). Reactants: BrC1=CC=C(C=C1)C1=CN=C(N1)[C@H]1N(CC2(OCCO2)C1)C([C@H](C(C)C)NC(OC)=O)=O (Methyl (S)-1-((S)-8-(5-(4-bromophenyl)-1H-imidazol-2-yl)-1,4-dioxa-7-azaspiro[4.4]nonan-7-yl)-3-methyl-1-oxobutan-2-ylcarbamate), C(=O)([O-])[O-].[K+].[K+] (K2CO3), BrC=1C=C2C=CC3=C(NC(=N3)[C@H]3N(CCC3)C(=O)OC(C)(C)C)C2=CC1 ((S)-tert-butyl 2-(7-bromo-1H-naphtho[1,2-d]imidazol-2-yl)pyrrolidine-1-carboxylate), B1(OC(C(O1)(C)C)(C)C)B2OC(C(O2)(C)C)(C)C (bis(pinacolato)diboron), C(C)(=O)[O-].[K+] (potassium acetate). Conditions: temperature 95 celsius, time 4 hour. Reported procedure: Methyl (S)-1-((S)-8-(5-(4-bromophenyl)-1H-imidazol-2-yl)-1,4-dioxa-7-azaspiro[4.4]nonan-7-yl)-3-methyl-1-oxobutan-2-ylcarbamate (100 mg, 0.197 mmol), bis(pinacolato)diboron (51 mg, 0.2 mmol), potassium acetate (58 mg, 0.591 mmol), and Pd(dppf)Cl2 (15 mg, 0.02 mmol) were all weighed out in a glass pressure vessel and anhydrous 1,4-Dioxane (1 mL) was added. The mixture was bubbled with nitrogen gas for about 5 min. The vessel was then capped and sealed and heated in an oil bath at 95° C. overnight... Yields the product COC(=O)c1ccc(OCCCCl)c(OC)c1. Reaction SMILES: [Br:14][CH2:15][CH2:16][CH2:17][Cl:18].[C:19](=[O:20])([O-:21])[O-:22].[CH3:1][O:2][C:3](=[O:4])[c:5]1[cH:6][cH:7][c:8]([OH:9])[c:10]([O:11][CH3:12])[cH:13]1.[CH3:27][C:28](=[O:29])[CH3:30].[Cl-:25].[K+:23].[K+:24].[K+:26]>>[CH3:1][O:2][C:3](=[O:4])[c:5]1[cH:6][cH:7][c:8]([O:9][CH2:15][CH2:16][CH2:17][Cl:18])[c:10]([O:11][CH3:12])[cH:13]1. Starting materials: ClCCCBr, O=C([O-])[O-], COC(=O)c1ccc(O)c(OC)c1, CC(C)=O, [Cl-], [K+], [K+], [K+]. Yields the product ClC=1C=C(C=CC1OCCCOC1=CC=C(C=C1)C[C@@H](C(=O)O)OC)C1=CC=CC=C1 ((2S)-3-{4-[3-(3-Chloro-biphenyl-4-yloxy)-propoxy]-phenyl}-2-methoxy-propionic acid). Reported procedure: (2S)-3-[4-(3-Bromo-propoxy)-phenyl]-2-methoxy-propionic acid ethyl ester from 0, Step A was treated with 3′-Chloro-biphenyl-4-ol from Step A under the Standard Procedure J. The compound thus obtained was allowed to react under Standard hydrolysis procedure C (NaOH) to give the title compound. MS(ES) for C25H25ClO5 [M+NH4]+: 458, [M+Na]+: 463. RXN SMILES: C([O:3][C:4](=[O:20])[C@@H:5]([O:18][CH3:19])[CH2:6][C:7]1[CH:12]=[CH:11][C:10]([O:13][CH2:14][CH2:15][CH2:16]Br)=[CH:9][CH:8]=1)C.[Cl:21][C:22]1[CH:23]=[C:24]([C:28]2[CH:33]=[CH:32][C:31](O)=[CH:30][CH:29]=2)[CH:25]=[CH:26][CH:27]=1.[OH-:35].[Na+]>>[Cl:21][C:22]1[CH:23]=[C:24]([C:28]2[CH:29]=[CH:30][CH:31]=[CH:32][CH:33]=2)[CH:25]=[CH:26][C:27]=1[O:35][CH2:16][CH2:15][CH2:14][O:13][C:10]1[CH:9]=[CH:8][C:7]([CH2:6][C@H:5]([O:18][CH3:19])[C:4]([OH:3])=[O:20])=[CH:12][CH:11]=1 |f:2.3|. Starting materials: C(C)OC([C@H](CC1=CC=C(C=C1)OCCCBr)OC)=O ((2S)-3-[4-(3-Bromo-propoxy)-phenyl]-2-methoxy-propionic acid ethyl ester), ClC=1C=C(C=CC1)C1=CC=C(C=C1)O (3′-Chloro-biphenyl-4-ol), [OH-].[Na+] (NaOH). Starting materials: CN, CO, CON=C(C(=O)OC)c1ccccc1COc1cc(Cl)c(OCC2CC2)c(Cl)c1, CN(C)C=O, O. Product: CNC(=O)C(=NOC)c1ccccc1COc1cc(Cl)c(OCC2CC2)c(Cl)c1. RXN SMILES: [CH3:1][NH2:2].[CH3:37][OH:38].[CH:3]1([CH2:6][O:7][c:8]2[c:9]([Cl:31])[cH:10][c:11]([O:12][CH2:13][c:14]3[c:15]([C:20]([C:21]([O:23][CH3:22])=[O:24])=[N:25][O:26][CH3:27])[cH:16][cH:17][cH:18][cH:19]3)[cH:28][c:29]2[Cl:30])[CH2:4][CH2:5]1.[O:32]=[CH:33][N:34]([CH3:35])[CH3:36].[OH2:39]>>[CH3:1][NH:2][C:21]([C:20]([c:15]1[c:14]([CH2:13][O:12][c:11]2[cH:10][c:9]([Cl:31])[c:8]([O:7][CH2:6][CH:3]3[CH2:4][CH2:5]3)[c:29]([Cl:30])[cH:28]2)[cH:19][cH:18][cH:17][cH:16]1)=[N:25][O:26][CH3:27])=[O:23]. Starting materials: C([O-])(O)=O.[Na+] (sodium bicarbonate), Cl.CC1=NN2C(C=CC=C2)=C1C(N)=S (2-methylpyrazolo[1,5-a]pyridine-3-carbothioamide hydrochloride), ClC(C(=O)OCC)C(=O)C1=C(C=CC=C1)[N+](=O)[O-] (ethyl 2-chloro-3-(2-nitrophenyl)-3-oxopropanoate), CC(C)O (2-propanol). Run in C1CCOC1 (THF), CCOC(=O)C (EtOAc). Run at temperature 80 celsius, time 4 hour. Yields the product CC1=NN2C(C=CC=C2)=C1C=1SC(=C(N1)C1=C(C=CC=C1)[N+](=O)[O-])C(=O)O (2-(2-methylpyrazolo[1,5-a]pyridin-3-yl)-4-(2-nitrophenyl)-1,3-thiazole-5-carboxylic acid). Yield: 31.3%. Reaction SMILES: Cl.[CH3:2][C:3]1[C:11]([C:12](=[S:14])[NH2:13])=[C:6]2[CH:7]=[CH:8][CH:9]=[CH:10][N:5]2[N:4]=1.Cl[CH:16]([C:22]([C:24]1[CH:29]=[CH:28][CH:27]=[CH:26][C:25]=1[N+:30]([O-:32])=[O:31])=O)[C:17]([O:19]CC)=[O:18].CC(O)C.C(=O)(O)[O-].[Na+]>C1COCC1.CCOC(C)=O>[CH3:2][C:3]1[C:11]([C:12]2[S:14][C:16]([C:17]([OH:19])=[O:18])=[C:22]([C:24]3[CH:29]=[CH:28][CH:27]=[CH:26][C:25]=3[N+:30]([O-:32])=[O:31])[N:13]=2)=[C:6]2[CH:7]=[CH:8][CH:9]=[CH:10][N:5]2[N:4]=1 |f:0.1,4.5|. Procedure: A mixture of 2-methylpyrazolo[1,5-a]pyridine-3-carbothioamide hydrochloride (1.2 g, 5.2 mmol) obtained in Example 11-B(v), ethyl 2-chloro-3-(2-nitrophenyl)-3-oxopropanoate (1.7 g, 8.4 mmol) obtained above and 2-propanol (20 mL) was stirred at 80° C. for 4 h. To the reaction mixture were added saturated aqueous solution of sodium bicarbonate, EtOAc and THF. Insoluble materials were removed by filtration and the filtrate was extracted with a 1:1 mixture of EtOAc and THF. The organic layer was wash... Reactants: [OH-].[Na+] (Sodium hydroxide), [N+](=O)([O-])C=1C=C(C=CC1)C1=CN=CO1 (5-(3-nitrophenyl)oxazole). The reagents and catalysts are [Zn] (zinc). Solvent: C(=O)(C(F)(F)F)O (TFA). Conditions: time 2 hour. Product: O1C=NC=C1C=1C=C(C=CC1)N.NC1=CC=CC=C1 (aniline 3-oxazol-5-yl-phenylamine). The yield is 105.1%. As a reaction SMILES: [N+:1]([C:4]1[CH:5]=[C:6]([C:10]2[O:14][CH:13]=[N:12][CH:11]=2)[CH:7]=[CH:8][CH:9]=1)([O-])=O.[OH-].[Na+]>[Zn].C(O)(C(F)(F)F)=O>[O:14]1[C:10]([C:6]2[CH:5]=[C:4]([NH2:1])[CH:9]=[CH:8][CH:7]=2)=[CH:11][N:12]=[CH:13]1.[NH2:1][C:4]1[CH:5]=[CH:6][CH:7]=[CH:8][CH:9]=1 |f:1.2,5.6|. Reported procedure: 1 g (5.26 mmol, 1 eq.) of 5-(3-nitrophenyl)oxazole and 10 mL of TFA are introduced into a 1 L flask. 1 g of zinc is carefully added in a plurality of batches. The mixture is stirred for 2 hours at room temperature then is poured over ice. Sodium hydroxide is slowly added until the medium becomes basic, and the medium is extracted with diethyl ether. The organic phase is washed with a 1 M solution of HCl and the impurities are extracted with diethyl ether. The aqueous phase is again basified with... Reaction SMILES: [CH3:13][N:14]([CH3:15])[CH:16]=[O:17].[F:1][c:2]1[c:3]([CH:4]=[O:5])[cH:6][c:7]([O:11][CH3:12])[c:8]([OH:10])[cH:9]1.[H-:18].[Na+:19].[OH2:41].[nH:20]1[c:21]([CH2:29][O:30][c:31]2[c:32]([Cl:33])[cH:34][c:35]([CH:36]=[O:37])[c:38]([F:39])[cH:40]2)[n:22][c:23]2[c:24]1[cH:25][cH:26][cH:27][cH:28]2>>[F:1][c:2]1[c:3]([CH:4]=[O:5])[cH:6][c:7]([O:11][CH3:12])[c:8]([O:10][CH2:29][c:21]2[nH:20][c:24]3[c:23]([n:22]2)[cH:28][cH:27][cH:26][cH:25]3)[cH:9]1. The product is COc1cc(C=O)c(F)cc1OCc1nc2ccccc2[nH]1. Starting materials: CN(C)C=O, COc1cc(C=O)c(F)cc1O, [H-], [Na+], O, O=Cc1cc(Cl)c(OCc2nc3ccccc3[nH]2)cc1F.